This data is from the Open Reaction Database (ORD), a public repository of structured organic reaction records. The task is: describe an organic reaction: reactants, conditions, products, and yield The product is C(C)(C)(C)[C@H]1CC[C@H](CC1)NC1=NC=NC(=C1Cl)C=C (4-(cis-4-tert-Butylcyclohexylamino)-5-chloro-6-vinylpyrimidine). The solvent is COCCOCCOC (diethylene glycol dimethyl ether). Reaction conditions: temperature 150 celsius. Procedure: A solution of 7.6 g (21 mmol) of 4-(cis-4-tert-butylcyclohexylamino)-5-chloro-6-(1-methylsulfinylethyl)pyrimidine (Example 26) in 100 ml of diethylene glycol dimethyl ether to which a little hydroquinone had been added was heated at 150° C. for 30 minutes. After cooling to room temperature the mixture was poured into water and extracted by stirring with dichloromethane. This left a brown oil which was extracted twice by stirring with petroleum ether. The petroleum ether phase was concentrated an... Starting materials: C(C)(C)(C)[C@H]1CC[C@H](CC1)NC1=NC=NC(=C1Cl)C(C)S(=O)C (4-(cis-4-tert-butylcyclohexylamino)-5-chloro-6-(1-methylsulfinylethyl)pyrimidine), C1(O)=CC=C(O)C=C1 (hydroquinone), O (water). RXN SMILES: [C:1]([C@@H:5]1[CH2:10][CH2:9][C@H:8]([NH:11][C:12]2[C:17]([Cl:18])=[C:16]([CH:19](S(C)=O)[CH3:20])[N:15]=[CH:14][N:13]=2)[CH2:7][CH2:6]1)([CH3:4])([CH3:3])[CH3:2].C1(C=CC(O)=CC=1)O.O>COCCOCCOC>[C:1]([C@@H:5]1[CH2:10][CH2:9][C@H:8]([NH:11][C:12]2[C:17]([Cl:18])=[C:16]([CH:19]=[CH2:20])[N:15]=[CH:14][N:13]=2)[CH2:7][CH2:6]1)([CH3:4])([CH3:2])[CH3:3]. The reactants are ice water, CC1=C2C=C(NC2=CC=C1)C(=O)OCC (ethyl 4-methyl-1H-indole-2-carboxylate), [H-].[Na+] (sodium hydride), BrCCCC(=O)OCC (ethyl 4-bromobutyrate). The solvent is CN(C=O)C (N,N-dimethylformamide). The product is C(C)OC(=O)CCCN1C(=CC2=C(C=CC=C12)C)C(=O)OCC (ethyl 1-(3-ethoxycarbonylpropyl)-4-methyl-1H-indole-2-carboxylate). As a reaction SMILES: [CH3:1][C:2]1[CH:10]=[CH:9][CH:8]=[C:7]2[C:3]=1[CH:4]=[C:5]([C:11]([O:13][CH2:14][CH3:15])=[O:12])[NH:6]2.[H-].[Na+].Br[CH2:19][CH2:20][CH2:21][C:22]([O:24][CH2:25][CH3:26])=[O:23]>CN(C)C=O>[CH2:25]([O:24][C:22]([CH2:21][CH2:20][CH2:19][N:6]1[C:7]2[C:3](=[C:2]([CH3:1])[CH:10]=[CH:9][CH:8]=2)[CH:4]=[C:5]1[C:11]([O:13][CH2:14][CH3:15])=[O:12])=[O:23])[CH3:26] |f:1.2|. Procedure: A mixture of ethyl 4-methyl-1H-indole-2-carboxylate (8.50 g, 41.8 mmol), 60% sodium hydride (1.67 g, 41.8 mmol) and N,N-dimethylformamide (150 ml) was stirred at room temperature until the reaction mixture became transparent. Subsequently, ethyl 4-bromobutyrate (8.16 g, 41.8 mmol) was added dropwise to the aforesaid mixture and the resulting mixture was stirred at 27°-29° C. for another 8 hours. The reaction mixture was poured into ice water and extracted with ethyl acetate, and the extract solu...